Dataset: the Open Reaction Database (ORD), a public repository of structured organic reaction records. Task: describe an organic reaction: reactants, conditions, products, and yield Reactants: C1CCOC1, COC(=O)c1cc2c(OC)cccc2o1, CO, CCOC(C)=O, Cl, [Na+], [OH-], O. Product: COc1cccc2oc(C(=O)O)cc12. RXN SMILES: [CH2:19]1[O:20][CH2:21][CH2:22][CH2:23]1.[CH3:1][O:2][c:3]1[cH:4][cH:5][cH:6][c:7]2[c:8]1[cH:9][c:10]([C:12](=[O:13])[O:14][CH3:15])[o:11]2.[CH3:24][OH:25].[CH3:27][CH2:28][O:29][C:30](=[O:31])[CH3:32].[ClH:18].[Na+:17].[OH-:16].[OH2:26]>>[CH3:1][O:2][c:3]1[cH:4][cH:5][cH:6][c:7]2[c:8]1[cH:9][c:10]([C:12](=[O:13])[OH:14])[o:11]2. Product: COc1ccc(Cl)cc1C(=O)N=c1sc(C(C)(C)C)cn1CCNC(=O)OC(C)(C)C. The reactants are CC(C)(C)OC(=O)NCCn1cc(C(C)(C)C)sc1=N, COc1ccc(Cl)cc1C(=O)O. As a reaction SMILES: [C:13]([CH3:14])([CH3:15])([CH3:16])[c:17]1[cH:18][n:19]([CH2:23][CH2:24][NH:25][C:26]([O:27][C:28]([CH3:29])([CH3:30])[CH3:31])=[O:32])[c:20](=[NH:22])[s:21]1.[Cl:1][c:2]1[cH:3][cH:4][c:5]([O:11][CH3:12])[c:6]([C:7](=[O:8])[OH:9])[cH:10]1>>[Cl:1][c:2]1[cH:3][cH:4][c:5]([O:11][CH3:12])[c:6]([C:7](=[O:9])[N:22]=[c:20]2[n:19]([CH2:23][CH2:24][NH:25][C:26]([O:27][C:28]([CH3:29])([CH3:30])[CH3:31])=[O:32])[cH:18][c:17]([C:13]([CH3:14])([CH3:15])[CH3:16])[s:21]2)[cH:10]1.